Dataset: the Open Reaction Database (ORD), a public repository of structured organic reaction records. Task: describe an organic reaction: reactants, conditions, products, and yield Reactants: [BH4-], COc1ccc(C2OCC(C)C(C(C)C(=O)C=CC(C)CC(C)C(O[Si](C)(C)C(C)(C)C)C(C)C=CC(CC(O[Si](C)(C)C(C)(C)C)C(C)C=CCOC(c3ccccc3)(c3ccccc3)c3ccccc3)O[Si](C)(C)C(C)(C)C)O2)cc1, C1CCOC1, CO, [Na+]. Yields the product COc1ccc(C2OCC(C)C(C(C)C(=O)CCC(C)CC(C)C(O[Si](C)(C)C(C)(C)C)C(C)C=CC(CC(O[Si](C)(C)C(C)(C)C)C(C)C=CCOC(c3ccccc3)(c3ccccc3)c3ccccc3)O[Si](C)(C)C(C)(C)C)O2)cc1. As a reaction SMILES: [BH4-:1].[C:3]([CH3:4])([CH3:5])([CH3:6])[Si:7]([O:8][CH:9]([CH:10]([CH2:11][CH:12]([CH:13]=[CH:14][C:15]([CH:16]([CH3:17])[CH:18]1[O:19][CH:20]([c:25]2[cH:26][cH:27][c:28]([O:31][CH3:32])[cH:29][cH:30]2)[O:21][CH2:22][CH:23]1[CH3:24])=[O:33])[CH3:34])[CH3:35])[CH:36]([CH:37]=[CH:38][CH:39]([CH2:40][CH:41]([CH:42]([CH:43]=[CH:44][CH2:45][O:46][C:47]([c:48]1[cH:49][cH:50][cH:51][cH:52][cH:53]1)([c:54]1[cH:55][cH:56][cH:57][cH:58][cH:59]1)[c:60]1[cH:61][cH:62][cH:63][cH:64][cH:65]1)[CH3:66])[O:67][Si:68]([CH3:69])([CH3:70])[C:71]([CH3:72])([CH3:73])[CH3:74])[O:75][Si:76]([CH3:77])([CH3:78])[C:79]([CH3:80])([CH3:81])[CH3:82])[CH3:83])([CH3:84])[CH3:85].[CH2:88]1[O:89][CH2:90][CH2:91][CH2:92]1.[CH3:86][OH:87].[Na+:2]>>[C:3]([CH3:4])([CH3:5])([CH3:6])[Si:7]([O:8][CH:9]([CH:10]([CH2:11][CH:12]([CH2:13][CH2:14][C:15]([CH:16]([CH3:17])[CH:18]1[O:19][CH:20]([c:25]2[cH:26][cH:27][c:28]([O:31][CH3:32])[cH:29][cH:30]2)[O:21][CH2:22][CH:23]1[CH3:24])=[O:33])[CH3:34])[CH3:35])[CH:36]([CH:37]=[CH:38][CH:39]([CH2:40][CH:41]([CH:42]([CH:43]=[CH:44][CH2:45][O:46][C:47]([c:48]1[cH:49][cH:50][cH:51][cH:52][cH:53]1)([c:54]1[cH:55][cH:56][cH:57][cH:58][cH:59]1)[c:60]1[cH:61][cH:62][cH:63][cH:64][cH:65]1)[CH3:66])[O:67][Si:68]([CH3:69])([CH3:70])[C:71]([CH3:72])([CH3:73])[CH3:74])[O:75][Si:76]([CH3:77])([CH3:78])[C:79]([CH3:80])([CH3:81])[CH3:82])[CH3:83])([CH3:84])[CH3:85]. Reactants: CC(C)=O, CCOC(=O)CN1C(=O)C(C)(C)C(O)CC1c1cc(F)cc(F)c1, O, O=S(=O)(O)O. Product: CCOC(=O)CN1C(=O)C(C)(C)C(=O)CC1c1cc(F)cc(F)c1. RXN SMILES: [CH3:30][C:31](=[O:32])[CH3:33].[F:1][c:2]1[cH:3][c:4]([CH:9]2[CH2:10][CH:11]([OH:24])[C:12]([CH3:22])([CH3:23])[C:13](=[O:21])[N:14]2[CH2:15][C:16](=[O:17])[O:18][CH2:19][CH3:20])[cH:5][c:6]([F:8])[cH:7]1.[OH2:34].[S:25](=[O:26])(=[O:27])([OH:28])[OH:29]>>[F:1][c:2]1[cH:3][c:4]([CH:9]2[CH2:10][C:11](=[O:24])[C:12]([CH3:22])([CH3:23])[C:13](=[O:21])[N:14]2[CH2:15][C:16](=[O:17])[O:18][CH2:19][CH3:20])[cH:5][c:6]([F:8])[cH:7]1. Starting materials: CC1CN(C(=O)OC(C)(C)C)C(C)CN1CCCNC1COc2ccc(Br)cc2C1, O=C=Nc1ccc(F)c(Cl)c1, ClCCl. The product is CC1CN(C(=O)OC(C)(C)C)C(C)CN1CCCN(C(=O)Nc1ccc(F)c(Cl)c1)C1COc2ccc(Br)cc2C1. RXN SMILES: [C:1]([CH3:2])([CH3:3])([CH3:4])[O:5][C:6](=[O:7])[N:8]1[CH:9]([CH3:30])[CH2:10][N:11]([CH2:15][CH2:16][CH2:17][NH:18][CH:19]2[CH2:20][O:21][c:22]3[cH:23][cH:24][c:25]([Br:29])[cH:26][c:27]3[CH2:28]2)[CH:12]([CH3:14])[CH2:13]1.[Cl:31][c:32]1[cH:33][c:34]([N:39]=[C:40]=[O:41])[cH:35][cH:36][c:37]1[F:38].[Cl:42][CH2:43][Cl:44]>>[C:1]([CH3:2])([CH3:3])([CH3:4])[O:5][C:6](=[O:7])[N:8]1[CH:9]([CH3:30])[CH2:10][N:11]([CH2:15][CH2:16][CH2:17][N:18]([CH:19]2[CH2:20][O:21][c:22]3[cH:23][cH:24][c:25]([Br:29])[cH:26][c:27]3[CH2:28]2)[C:40]([NH:39][c:34]2[cH:33][c:32]([Cl:31])[c:37]([F:38])[cH:36][cH:35]2)=[O:41])[CH:12]([CH3:14])[CH2:13]1. Reactants: C1COCCO1, CC(=O)Nc1ccc(S(=O)(=O)NCCc2ccccc2)cc1. The product is Nc1ccc(S(=O)(=O)NCCc2ccccc2)cc1. As a reaction SMILES: [O:23]1[CH2:24][CH2:25][O:26][CH2:27][CH2:28]1.[c:1]1([CH2:7][CH2:8][NH:9][S:10](=[O:11])(=[O:12])[c:13]2[cH:14][cH:15][c:16]([NH:19][C:20](=[O:21])[CH3:22])[cH:17][cH:18]2)[cH:2][cH:3][cH:4][cH:5][cH:6]1>>[c:1]1([CH2:7][CH2:8][NH:9][S:10](=[O:11])(=[O:12])[c:13]2[cH:14][cH:15][c:16]([NH2:19])[cH:17][cH:18]2)[cH:2][cH:3][cH:4][cH:5][cH:6]1. Starting materials: CS(=O)(=O)OCC1=CC(=CC=C1)C1=NN2C(C(=N1)N1CCOCC1)=CC(=C2)CN(C)C (3-(6-((dimethylamino)methyl)-4-morpholinopyrrolo[2,1-f][1,2,4]triazin-2-yl)benzyl methanesulfonate), NCC=1C=C(C=CC1)C1=NN2C(C(=N1)N1CCOCC1)=CC(=C2)CN(C)C (1-(2-(3-(aminomethyl)phenyl)-4-morpholinopyrrolo[2,1-f][1,2,4]triazin-6-yl)-N,N-dimethylmethanamine), ClCCl (dichloromethane). Solvent: CO (methanol). The product is CN(C)CC=1C=C2C(=NC(=NN2C1)C=1C=C(CNS(=O)(=O)C)C=CC1)N1CCOCC1 (N-(3-(6-((dimethylamino)methyl)-4-morpholinopyrrolo[2,1-f][1,2,4]triazin-2-yl)benzyl)methanesulfonamide). Yield: 26.7%. RXN SMILES: [CH3:1][S:2](OCC1C=CC=C(C2N=C(N3CCOCC3)C3=CC(CN(C)C)=CN3N=2)C=1)(=[O:4])=[O:3].[NH2:32][CH2:33][C:34]1[CH:35]=[C:36]([C:40]2[N:45]=[C:44]([N:46]3[CH2:51][CH2:50][O:49][CH2:48][CH2:47]3)[C:43]3=[CH:52][C:53]([CH2:55][N:56]([CH3:58])[CH3:57])=[CH:54][N:42]3[N:41]=2)[CH:37]=[CH:38][CH:39]=1.ClCCl>CO>[CH3:57][N:56]([CH2:55][C:53]1[CH:52]=[C:43]2[N:42]([CH:54]=1)[N:41]=[C:40]([C:36]1[CH:35]=[C:34]([CH:39]=[CH:38][CH:37]=1)[CH2:33][NH:32][S:2]([CH3:1])(=[O:4])=[O:3])[N:45]=[C:44]2[N:46]1[CH2:47][CH2:48][O:49][CH2:50][CH2:51]1)[CH3:58]. Procedure: Compound I-26 was prepared by the method which was identical with that for preparing compound 19, wherein compound 20 (37 mg, 0.1 mmol) was used as the starting material. Light yellow solid (12 mg, 26.7%) were obtained by a preparative plate (dichloromethane:methanol=8:1). m.p. 238-240° C. 1H NMR (300 MHz, CDCl3): δ 8.20 (s, 1H), 8.19 (d, J=7.1 Hz, 1H), 7.60 (s, 1H), 7.47-7.38 (m, 2 H), 6.88 (s, 1H), 4.41 (s, 2H), 4.02 (br, s, 4H), 3.81 (t, J=4.4 Hz, 4H), 2.95 (s, 2H), 2.94 (s, 3H), 2.87 (s, 1H)... Starting materials: [OH-].[Na+] (Sodium hydroxide), C(C)OC(=O)C1=CC=2C(=CN=C(C2)Br)N1 (5-bromo-1H-pyrrolo[2,3-c]pyridine-2-carboxylic acid ethyl ester). Run in C(C)O (ethanol). The product is BrC=1C=C2C(=CN1)NC(=C2)C(=O)O (5-Bromo-1H-pyrrolo[2,3-c]pyridine-2-carboxylic acid). Reaction SMILES: [OH-].[Na+].C([O:5][C:6]([C:8]1[NH:17][C:11]2=[CH:12][N:13]=[C:14]([Br:16])[CH:15]=[C:10]2[CH:9]=1)=[O:7])C>C(O)C>[Br:16][C:14]1[CH:15]=[C:10]2[CH:9]=[C:8]([C:6]([OH:7])=[O:5])[NH:17][C:11]2=[CH:12][N:13]=1 |f:0.1|. Procedure details: Sodium hydroxide solution (1.1 mL, 2M, 2.23 mmol) was added to a solution of 5-bromo-1H-pyrrolo[2,3-c]pyridine-2-carboxylic acid ethyl ester (Preparation 26, 500 mg, 1.86 mmol) in ethanol (20 mL), and the reaction mixture heated under reflux for 1.5 h and then concentrated in vacuo. The residue was dissolved in water (15 mL) and acidified with acetic acid resulting in formation of a brown precipitate. The solid was collected by filtration and dried to give the title compound as a brown solid. δH...